Dataset: the Open Reaction Database (ORD), a public repository of structured organic reaction records. Task: describe an organic reaction: reactants, conditions, products, and yield Starting materials: C(N)(=O)C(C1=CC=CC=C1)(C1=CC=CC=C1)C1CNCC1 (3-(R,S)-(1-carbamoyl-1,1-diphenylmethyl)pyrrolidine), C([O-])([O-])=O.[K+].[K+] (potassium carbonate), C(C)#N (acetonitrile). Run in O (water). Yields the product C(N)(=O)C(C1=CC=CC=C1)(C1=CC=CC=C1)C1CN(CC1)CCC1=CC=C(C=C1)C#N (3-(R,S)-(1-carbamoyl-1,1-diphenylmethyl)-1-(4-cyanophenethyl)pyrrolidine). RXN SMILES: [C:1]([C:4]([CH:17]1[CH2:21][CH2:20][NH:19][CH2:18]1)([C:11]1[CH:16]=[CH:15][CH:14]=[CH:13][CH:12]=1)[C:5]1[CH:10]=[CH:9][CH:8]=[CH:7][CH:6]=1)(=[O:3])[NH2:2].C(=O)([O-])[O-].[K+].[K+].[C:28](#[N:30])[CH3:29]>O>[C:1]([C:4]([CH:17]1[CH2:21][CH2:20][N:19]([CH2:18][CH2:17][C:4]2[CH:11]=[CH:12][C:29]([C:28]#[N:30])=[CH:6][CH:5]=2)[CH2:18]1)([C:11]1[CH:12]=[CH:13][CH:14]=[CH:15][CH:16]=1)[C:5]1[CH:10]=[CH:9][CH:8]=[CH:7][CH:6]=1)(=[O:3])[NH2:2] |f:1.2.3|. Procedure: A mixture contaiing 3-(R,S)-(1-carbamoyl-1,1-diphenylmethyl)pyrrolidine (0.6 g--g see Preparation 13), anhydrous potassium carbonate (0.5 g) and acetonitrile (20 ml) was heated under reflux for 1.5 hours. On cooling to room temperature, water (60 ml) was added and the mixture extracted with dichloromethane (3×50 ml). The combined dichloromethane extracts were dried (MgSO4) and concentrated in vacuo to give a gum which was purified by column chromatography on silica eluting with dichloromethane c... Starting materials: O=C(Cl)C(=O)Cl, ClCCl, NO, C1CCOC1, O=C(O)C=CC=CCS(=O)(=O)c1ccccc1. Yields the product O=C(C=CC=CCS(=O)(=O)c1ccccc1)NO. RXN SMILES: [Cl:18][C:19]([C:20]([Cl:21])=[O:22])=[O:23].[Cl:26][CH2:27][Cl:28].[NH2:24][OH:25].[O:29]1[CH2:30][CH2:31][CH2:32][CH2:33]1.[c:1]1([S:7](=[O:8])(=[O:9])[CH2:10][CH:11]=[CH:12][CH:13]=[CH:14][C:15](=[O:16])[OH:17])[cH:2][cH:3][cH:4][cH:5][cH:6]1>>[c:1]1([S:7](=[O:8])(=[O:9])[CH2:10][CH:11]=[CH:12][CH:13]=[CH:14][C:15](=[O:17])[NH:24][OH:25])[cH:2][cH:3][cH:4][cH:5][cH:6]1.